This data is from the Open Reaction Database (ORD), a public repository of structured organic reaction records. The task is: describe an organic reaction: reactants, conditions, products, and yield Starting materials: FC(C=1C=C(C=C(C1)C(F)(F)F)[C@@H]([C@H](C)NCC1=C(C=CC(=C1)C(F)(F)F)C1=C(C=CC(=C1)C(C)C)OC)O)(F)F ((1S,2S)-1-[3,5-bis(trifluoromethyl)phenyl]-2-({[5′-isopropyl-2′-methoxy-4-(trifluoromethyl)biphenyl-2-yl]methyl}amino)propan-1-ol), O(C(=O)OC(C)(C)C)C(=O)OC(C)(C)C (BOC2O), O(C(=O)OC(C)(C)C)C(=O)OC(C)(C)C (BOC2O). The solvent is C(Cl)Cl (CH2Cl2). Reaction conditions: time 2 day. Yields the product C(C)(C)(C)OC(N(CC1=C(C=CC(=C1)C(F)(F)F)C1=C(C=CC(=C1)C(C)C)OC)[C@H]([C@@H](O)C1=CC(=CC(=C1)C(F)(F)F)C(F)(F)F)C)=O (tert-butyl{(1S,2S)-2-[3,5-bis(trifluoromethyl)phenyl]-2-hydroxy-1-methylethyl}{[5′-isopropyl-2′-methoxy-4-(trifluoromethyl)biphenyl-2-yl]methyl}carbamate). RXN SMILES: [F:1][C:2]([F:41])([F:40])[C:3]1[CH:4]=[C:5]([C@H:13]([OH:39])[C@@H:14]([NH:16][CH2:17][C:18]2[CH:23]=[C:22]([C:24]([F:27])([F:26])[F:25])[CH:21]=[CH:20][C:19]=2[C:28]2[CH:33]=[C:32]([CH:34]([CH3:36])[CH3:35])[CH:31]=[CH:30][C:29]=2[O:37][CH3:38])[CH3:15])[CH:6]=[C:7]([C:9]([F:12])([F:11])[F:10])[CH:8]=1.[O:42](C(OC(C)(C)C)=O)[C:43]([O:45][C:46]([CH3:49])([CH3:48])[CH3:47])=O>C(Cl)Cl>[C:46]([O:45][C:43](=[O:42])[N:16]([C@@H:14]([CH3:15])[C@H:13]([C:5]1[CH:4]=[C:3]([C:2]([F:40])([F:41])[F:1])[CH:8]=[C:7]([C:9]([F:11])([F:10])[F:12])[CH:6]=1)[OH:39])[CH2:17][C:18]1[CH:23]=[C:22]([C:24]([F:25])([F:26])[F:27])[CH:21]=[CH:20][C:19]=1[C:28]1[CH:33]=[C:32]([CH:34]([CH3:35])[CH3:36])[CH:31]=[CH:30][C:29]=1[O:37][CH3:38])([CH3:49])([CH3:48])[CH3:47]. Reported procedure: To a solution of (1S,2S)-1-[3,5-bis(trifluoromethyl)phenyl]-2-({[5′-isopropyl-2′-methoxy-4-(trifluoromethyl)biphenyl-2-yl]methyl}amino)propan-1-ol (135.5 mg, 0.228 mmol) in CH2Cl2 (5 mL) was added BOC2O (49.7 mg, 0.228 mmol). The reaction was stirred at room temperature for 2 days; during this time, 2 additional portions of BOC2O (25 mg each) were added. After 2 days, the reaction was concentrated, and the residue was purified by flash chromatography with 20% EtOAc/hexanes to afford tert-butyl{(...